This data is from the Open Reaction Database (ORD), a public repository of structured organic reaction records. The task is: describe an organic reaction: reactants, conditions, products, and yield Reactants: C(C=C)O (allyl alcohol), O (water), ClC1=C(CN(S(=O)(=O)C2=C(C=C(C=C2C)C)C)C2=CC=C(C=C2)I)C=CC(=C1)O (N-(2-chloro-4-hydroxy-benzyl)-N-(4-iodo-phenyl)-2,4,6-trimethyl-benzenesulfonamide), C(C=C)O (allyl alcohol), C([O-])(O)=O.[Na+] (sodium bicarbonate). Reagents/catalysts: [Cl-].C(CCC)[N+](CCCC)(CCCC)CCCC (tetrabutylammonium chloride), CC(=O)[O-].CC(=O)[O-].[Pd+2] (Pd(OAc)2). Run in C(C)(=O)OCC (ethyl acetate), CN(C=O)C (dimethylformamide). Run at temperature 50 celsius, time 6 hour. The product is ClC1=C(CN(S(=O)(=O)C2=C(C=C(C=C2C)C)C)C2=CC=C(C=C2)CCC=O)C=CC(=C1)O (N-(2-Chloro-4-hydroxy-benzyl)-2,4,6-trimethyl-N-[4-(3-oxo-propyl)-phenyl]-benzenesulfonamide). Isolated yield 91.8%. Reaction SMILES: [Cl:1][C:2]1[CH:28]=[C:27]([OH:29])[CH:26]=[CH:25][C:3]=1[CH2:4][N:5]([C:18]1[CH:23]=[CH:22][C:21](I)=[CH:20][CH:19]=1)[S:6]([C:9]1[C:14]([CH3:15])=[CH:13][C:12]([CH3:16])=[CH:11][C:10]=1[CH3:17])(=[O:8])=[O:7].[CH2:30]([OH:33])[CH:31]=[CH2:32].C(=O)(O)[O-].[Na+].O>CN(C)C=O.[Cl-].C([N+](CCCC)(CCCC)CCCC)CCC.CC([O-])=O.CC([O-])=O.[Pd+2].C(OCC)(=O)C>[Cl:1][C:2]1[CH:28]=[C:27]([OH:29])[CH:26]=[CH:25][C:3]=1[CH2:4][N:5]([C:18]1[CH:23]=[CH:22][C:21]([CH2:32][CH2:31][CH:30]=[O:33])=[CH:20][CH:19]=1)[S:6]([C:9]1[C:14]([CH3:15])=[CH:13][C:12]([CH3:16])=[CH:11][C:10]=1[CH3:17])(=[O:8])=[O:7] |f:2.3,6.7,8.9.10|. Procedure details: To a solution of N-(2-chloro-4-hydroxy-benzyl)-N-(4-iodo-phenyl)-2,4,6-trimethyl-benzenesulfonamide (0.652 g, 1.20 mmol) in 6 mL dimethylformamide was added allyl alcohol (0.204 mL, 3.01 mmol), Pd(OAc)2, sodium bicarbonate (0.253 g, 3.01 mmol), and tetrabutylammonium chloride (0.333 g, 1.20 mmol). The reaction mixture was stirred at 50° C. for 6 hr. and at room temperature overnight. Additional allyl alcohol (0.100 mL, 1.47 mmol), was added and the reaction mixture was stirred at 50° C. for an a... The reactants are CN1CC=C(c2c[nH]c3ccc(OC(F)(F)F)cc23)CC1, COc1ccc(C(=O)Cl)cc1. Yields the product COc1ccc(C(=O)n2cc(C3=CCN(C)CC3)c3cc(OC(F)(F)F)ccc32)cc1. As a reaction SMILES: [CH3:1][N:2]1[CH2:3][CH2:4][C:5]([c:8]2[cH:9][nH:10][c:11]3[cH:12][cH:13][c:14]([O:17][C:18]([F:19])([F:20])[F:21])[cH:15][c:16]23)=[CH:6][CH2:7]1.[CH3:22][O:23][c:24]1[cH:25][cH:26][c:27]([C:28](=[O:29])[Cl:30])[cH:31][cH:32]1>>[CH3:1][N:2]1[CH2:3][CH2:4][C:5]([c:8]2[cH:9][n:10]([C:28]([c:27]3[cH:26][cH:25][c:24]([O:23][CH3:22])[cH:32][cH:31]3)=[O:29])[c:11]3[cH:12][cH:13][c:14]([O:17][C:18]([F:19])([F:20])[F:21])[cH:15][c:16]23)=[CH:6][CH2:7]1. Starting materials: ClC1=CC=CC2=C1C(N(CC=1N2C=NC1C=1SC=C(N1)CN(CCC)CCC)C)=O (7-chloro-3-(4-dipropylaminomethyl-thiazol-2-yl)-5-methyl-5,6-dihydro-4H-imidazo[1,5-a][1,4]benzodiazepin-6-one), Cl (hydrochloric acid). The solvent is C(C)O (ethanol). Conditions: time 10 minute. Yields the product Cl.ClC1=CC=CC2=C1C(N(CC=1N2C=NC1C=1SC=C(N1)CN(CCC)CCC)C)=O (7-chloro-3-(4-dipropylaminomethyl-thiazol-2-yl)-5-methyl-5,6-dihydro-4H-imidazo[1,5-a][1,4]benzodiazepin-6-one hydrochloride). Yield: 179.0%. As a reaction SMILES: [Cl:1][C:2]1[C:7]2[C:8](=[O:30])[N:9]([CH3:29])[CH2:10][C:11]3[N:12]([CH:13]=[N:14][C:15]=3[C:16]3[S:17][CH:18]=[C:19]([CH2:21][N:22]([CH2:26][CH2:27][CH3:28])[CH2:23][CH2:24][CH3:25])[N:20]=3)[C:6]=2[CH:5]=[CH:4][CH:3]=1.Cl>C(O)C>[ClH:1].[Cl:1][C:2]1[C:7]2[C:8](=[O:30])[N:9]([CH3:29])[CH2:10][C:11]3[N:12]([CH:13]=[N:14][C:15]=3[C:16]3[S:17][CH:18]=[C:19]([CH2:21][N:22]([CH2:26][CH2:27][CH3:28])[CH2:23][CH2:24][CH3:25])[N:20]=3)[C:6]=2[CH:5]=[CH:4][CH:3]=1 |f:3.4|. Procedure details: 0.86 g (0.00193 mol) of 7-chloro-3-(4-dipropylaminomethyl-thiazol-2-yl)-5-methyl-5,6-dihydro-4H-imidazo[1,5-a][1,4]benzodiazepin-6-one in 25 ml of ethanol was treated with 0.52 ml (0.00192 mol) of 3.7N ethanolic hydrochloric acid. After stirring at room temperature for 10 minutes the solution obtained was completely freed from the solvents. The residue was recrystallized from ethanol/ether. There was obtained 0.83 g (89%) of 7-chloro-3-(4-dipropylaminomethyl-thiazol-2-yl)-5-methyl-5,6-dihydro-4H... Reactants: CCN(CC)CCCCl, C[O-], CO, Cc1ccccc1, [Na+], [Na], Oc1ccc(-c2cc3ccccc3o2)cc1. Product: CCN(CC)CCCOc1ccc(-c2cc3ccccc3o2)cc1. As a reaction SMILES: [CH2:21]([CH3:22])[N:23]([CH2:24][CH3:25])[CH2:26][CH2:27][CH2:28][Cl:29].[CH3:17][O-:18].[CH3:30][OH:31].[CH3:32][c:33]1[cH:34][cH:35][cH:36][cH:37][cH:38]1.[Na+:19].[Na:20].[OH:1][c:2]1[cH:3][cH:4][c:5](-[c:8]2[o:9][c:10]3[c:11]([cH:12]2)[cH:13][cH:14][cH:15][cH:16]3)[cH:6][cH:7]1>>[O:1]([c:2]1[cH:3][cH:4][c:5](-[c:8]2[o:9][c:10]3[c:11]([cH:12]2)[cH:13][cH:14][cH:15][cH:16]3)[cH:6][cH:7]1)[CH2:28][CH2:27][CH2:26][N:23]([CH2:21][CH3:22])[CH2:24][CH3:25]. The reactants are C1CCC2N3CCC4=C(C3CC(C21)=O)C=CC=C4 (1,2,3,3a,5,6,10b,11,12,12a-decahydrobenzo[a]cyclopenta[f]quinolizin-12-one), [C-]#[C-].[Li+].[Li+].C(CN)N (lithium acetylide ethylenediamine), Cl (hydrochloric acid). Solvent: CCOCC (ether), O1CCCC1 (tetrahydrofuran). Product: Cl.C(#C)C1(C2C(N3CCC4=C(C3C1)C=CC=C4)CCC2)O (12-ethynyl-1,2,3,3a,5,6,10b, 11,12,12a-decahydrobenzo[a]cyclopenta[f]quinolizin-12-ol hydrochloride). RXN SMILES: [CH2:1]1[CH:13]2[CH:4]([N:5]3[CH:10]([CH2:11][C:12]2=[O:14])[C:9]2[CH:15]=[CH:16][CH:17]=[CH:18][C:8]=2[CH2:7][CH2:6]3)[CH2:3][CH2:2]1.[C-]#[C-].[Li+].[Li+].[CH2:23](N)[CH2:24]N.[ClH:27]>O1CCCC1.CCOCC>[ClH:27].[C:23]([C:12]1([OH:14])[CH2:11][CH:10]2[N:5]([CH2:6][CH2:7][C:8]3[CH:18]=[CH:17][CH:16]=[CH:15][C:9]=32)[CH:4]2[CH2:3][CH2:2][CH2:1][CH:13]12)#[CH:24] |f:1.2.3.4,8.9|. Procedure details: According to the general procedure of J. W. Huffman and P. G. Arapakos, J. Org. Chem. 30, 1604 (1965) 10.0 g (0.042 mole) of 1,2,3,3a,5,6,10b,11,12,12a-decahydrobenzo[a]cyclopenta[f]quinolizin-12-one in 50 ml of tetrahydrofuran is reacted with an excess of lithium acetylide-ethylenediamine. The resulting material is dissolved in ether and treated with excess ethereal hydrochloric acid, and the precipitate is recrystallized from butanone-methanol to give 12-ethynyl-1,2,3,3a,5,6,10b, 11,12,12a-dec... The reactants are Br.N1[C@H](C(=O)N2[C@H](C(=O)O)CCC2)CCC1 (Prolyl-proline hydrobromide), CN(C)CCCN (Dimethylaminopropylamine), [N+](=O)([O-])C1=CC=C(C=C1)OC([C@@H](NC(=O)OCC1=CC=CC=C1)[C@@H](C)CC)=O (Benzyloxycarbonyl-isoleucine p-nitrophenyl ester), ON1N=NC2=C1C=CC=C2 (1-hydroxybenzotriazole). Solvent: CN(C=O)C (dimethylformamide), C(C)N(CC)CC (triethylamine). Reaction conditions: time 16 hour. Yields the product C(C1=CC=CC=C1)OC(=O)N[C@@H]([C@@H](C)CC)C(=O)N1[C@H](C(=O)O)CCC1.N1[C@H](C(=O)O)CCC1 (Benzyloxycarbonyl-isoleucyl-proline proline). The yield is 240.9%. As a reaction SMILES: Br.N1CCC[C@H]1C([N:6]1[CH2:13][CH2:12][CH2:11][C@H:7]1[C:8]([OH:10])=[O:9])=O.[N+](C1C=CC([O:26][C:27](=[O:44])[C@H:28]([C@H:40]([CH2:42][CH3:43])[CH3:41])[NH:29][C:30]([O:32][CH2:33][C:34]2[CH:39]=[CH:38][CH:37]=[CH:36][CH:35]=2)=[O:31])=CC=1)([O-])=O.ON1C2C=CC=CC=2N=N1.CN(CCCN)C>CN(C)C=O.C(N(CC)CC)C>[CH2:33]([O:32][C:30]([NH:29][C@H:28]([C:27]([N:6]1[CH2:13][CH2:12][CH2:11][C@H:7]1[C:8]([OH:10])=[O:9])=[O:44])[C@H:40]([CH2:42][CH3:43])[CH3:41])=[O:31])[C:34]1[CH:35]=[CH:36][CH:37]=[CH:38][CH:39]=1.[NH:29]1[CH2:43][CH2:42][CH2:40][C@H:28]1[C:27]([OH:26])=[O:44] |f:0.1,7.8|. Reported procedure: Prolyl-proline hydrobromide (4.24 g) is dissolved in a mixture of dimethylformamide (40 ml) and triethylamine (2.8 ml). Benzyloxycarbonyl-isoleucine p-nitrophenyl ester (9.27 g) and 1-hydroxybenzotriazole (3 g) are added and the mixture is stored at room temperature for 16 hours. Dimethylaminopropylamine (1 ml) is added and after 2 hours the solvent is removed in vacuo. The residue is dissolved in ethyl acetate (200 ml) and washed sequentially with 0.1 N hydrochloric acid, and water. The organic... Starting materials: NC=1C2=C(N=CN1)N(C=C2Br)C2CCN(CC2)C(=O)OC(C)(C)C (1,1-dimethylethyl 4-(4-amino-5-bromo-7H-pyrrolo[2,3-d]pyrimidin-7-yl)-1-piperidinecarboxylate), FC1=C(C=C(C=C1)F)CC(=O)N1CCC2=CC(=CC=C12)B1OC(C(O1)(C)C)(C)C (1-[(2,5-difluorophenyl)acetyl]-5-(4,4,5,5-tetramethyl-1,3,2-dioxaborolan-2-yl)-2,3-dihydro-1H-indole), C(=O)(O)[O-].[Na+] (NaHCO3). Reagents/catalysts: C=1C=CC(=CC1)[P](C=2C=CC=CC2)(C=3C=CC=CC3)[Pd]([P](C=4C=CC=CC4)(C=5C=CC=CC5)C=6C=CC=CC6)([P](C=7C=CC=CC7)(C=8C=CC=CC8)C=9C=CC=CC9)[P](C=1C=CC=CC1)(C=1C=CC=CC1)C=1C=CC=CC1 (Pd(Ph3P)4). The solvent is O1CCOCC1 (1,4-Dioxane). Reaction conditions: temperature 100 celsius, time 30 minute. Product: NC=1C2=C(N=CN1)N(C=C2C=2C=C1CCN(C1=CC2)C(CC2=C(C=CC(=C2)F)F)=O)C2CCN(CC2)C(=O)OC(C)(C)C (1,1-dimethylethyl 4-(4-amino-5-{1-[(2,5-difluorophenyl)acetyl]-2,3-dihydro-1H-indol-5-yl}-7H-pyrrolo[2,3-d]pyrimidin-7-yl)-1-piperidinecarboxylate). The yield is 78.2%. As a reaction SMILES: [NH2:1][C:2]1[C:3]2[C:10](Br)=[CH:9][N:8]([CH:12]3[CH2:17][CH2:16][N:15]([C:18]([O:20][C:21]([CH3:24])([CH3:23])[CH3:22])=[O:19])[CH2:14][CH2:13]3)[C:4]=2[N:5]=[CH:6][N:7]=1.[F:25][C:26]1[CH:31]=[CH:30][C:29]([F:32])=[CH:28][C:27]=1[CH2:33][C:34]([N:36]1[C:44]2[C:39](=[CH:40][C:41](B3OC(C)(C)C(C)(C)O3)=[CH:42][CH:43]=2)[CH2:38][CH2:37]1)=[O:35].C([O-])(O)=O.[Na+]>O1CCOCC1.C1C=CC([P]([Pd]([P](C2C=CC=CC=2)(C2C=CC=CC=2)C2C=CC=CC=2)([P](C2C=CC=CC=2)(C2C=CC=CC=2)C2C=CC=CC=2)[P](C2C=CC=CC=2)(C2C=CC=CC=2)C2C=CC=CC=2)(C2C=CC=CC=2)C2C=CC=CC=2)=CC=1>[NH2:1][C:2]1[C:3]2[C:10]([C:41]3[CH:40]=[C:39]4[C:44](=[CH:43][CH:42]=3)[N:36]([C:34](=[O:35])[CH2:33][C:27]3[CH:28]=[C:29]([F:32])[CH:30]=[CH:31][C:26]=3[F:25])[CH2:37][CH2:38]4)=[CH:9][N:8]([CH:12]3[CH2:17][CH2:16][N:15]([C:18]([O:20][C:21]([CH3:24])([CH3:23])[CH3:22])=[O:19])[CH2:14][CH2:13]3)[C:4]=2[N:5]=[CH:6][N:7]=1 |f:2.3,^1:68,70,89,108|. Reported procedure: To 1,1-dimethylethyl 4-(4-amino-5-bromo-7H-pyrrolo[2,3-d]pyrimidin-7-yl)-1-piperidinecarboxylate (138 mg, 0.348 mmol), and 1-[(2,5-difluorophenyl)acetyl]-5-(4,4,5,5-tetramethyl-1,3,2-dioxaborolan-2-yl)-2,3-dihydro-1H-indole (167 mg, 0.418 mmol) were dissolved in 1,4-Dioxane (5. mL) then added saturated NaHCO3 (2 mL). The mixture was then bubbled with N2 gas for 10 min then Pd(Ph3P)4 (40.2 mg, 0.035 mmol) was added, and then the mixture was bubbled for 5 additional minutes. The reaction was then ... Starting materials: Cl (hydrochloric acid), CC(C)([O-])C.[K+] (potassium tert-butoxide), NN1C=NN=C1 (4-amino-4H-1,2,4-triazole), FC1=C(C#N)C=CC=C1 (2-fluorobenzonitrile), ice. Run in CS(=O)C (dimethylsulfoxide), CS(=O)C (dimethylsulfoxide), O (water). Reaction conditions: time 15 minute. Product: C(#N)C1=C(C=CC=C1)NN1C=NN=C1 (4-[(2-cyanophenyl)amino]-4H-1,2,4-triazole). Yield: 53.5%. RXN SMILES: CC(C)([O-])C.[K+].[NH2:7][N:8]1[CH:12]=[N:11][N:10]=[CH:9]1.F[C:14]1[CH:21]=[CH:20][CH:19]=[CH:18][C:15]=1[C:16]#[N:17].Cl>CS(C)=O.O>[C:16]([C:15]1[CH:18]=[CH:19][CH:20]=[CH:21][C:14]=1[NH:7][N:8]1[CH:12]=[N:11][N:10]=[CH:9]1)#[N:17] |f:0.1|. Procedure details: 6.67 Grams of potassium tert-butoxide was dissolved in 36 ml of anhydrous dimethylsulfoxide, and 5.00 g of 4-amino-4H-1,2,4-triazole was added thereto and the mixture was stirred for 15 minutes at room temperature. Subsequently, 9 ml of an anhydrous dimethylsulfoxide solution containing 3.23 g of 2-fluorobenzonitrile was added dropwise to the solution over a period of 10 minutes, and the mixture was stirred for further 15 minutes. The reaction mixture was poured into 90 ml of water and 90 g of i...